Dataset: the Open Reaction Database (ORD), a public repository of structured organic reaction records. Task: describe an organic reaction: reactants, conditions, products, and yield Reactants: COC(C1=CC=C(C=C1)C1(CCC(CC1)=O)O)=O (4-(1-Hydroxy-4-oxo-cyclohexyl)-benzoic acid methyl ester), N1CC(C1)NC(=O)CNC(C1=CC(=CC=C1)C(F)(F)F)=O (N-(azetidin-3-ylcarbamoylmethyl)-3-trifluoromethyl-benzamide), ester. The product is OC1(CCC(CC1)N1CC(C1)NC(CNC(C1=CC(=CC=C1)C(F)(F)F)=O)=O)C1=CC=C(C(=O)O)C=C1 (4-(1-Hydroxy-4-{3-[2-(3-trifluoromethyl-benzoylamino)-acetylamino]-azetidin-1-yl}-cyclohexyl)-benzoic acid). RXN SMILES: C[O:2][C:3](=[O:18])[C:4]1[CH:9]=[CH:8][C:7]([C:10]2([OH:17])[CH2:15][CH2:14][C:13](=O)[CH2:12][CH2:11]2)=[CH:6][CH:5]=1.[NH:19]1[CH2:22][CH:21]([NH:23][C:24]([CH2:26][NH:27][C:28](=[O:39])[C:29]2[CH:34]=[CH:33][CH:32]=[C:31]([C:35]([F:38])([F:37])[F:36])[CH:30]=2)=[O:25])[CH2:20]1>>[OH:17][C:10]1([C:7]2[CH:8]=[CH:9][C:4]([C:3]([OH:2])=[O:18])=[CH:5][CH:6]=2)[CH2:15][CH2:14][CH:13]([N:19]2[CH2:22][CH:21]([NH:23][C:24](=[O:25])[CH2:26][NH:27][C:28](=[O:39])[C:29]3[CH:34]=[CH:33][CH:32]=[C:31]([C:35]([F:37])([F:38])[F:36])[CH:30]=3)[CH2:20]2)[CH2:12][CH2:11]1. Reported procedure: The title compound was prepared as a white solid by reductive amination of 4-(1-hydroxy-4-oxo-cyclohexyl)-benzoic acid methyl ester (as prepared in Example 9, Step B) and N-(azetidin-3-ylcarbamoylmethyl)-3-trifluoromethyl-benzamide (as prepared in step B of Example 4) using the procedure described in Step C of Example 4 followed by base catalyzed hydrolysis of the ester using the procedure described in Example 10. Starting materials: CC(C(=O)O)c1cc(=O)[nH]c2ccccc12, O, O=[N+]([O-])O. Yields the product CC(C(=O)O)c1cc(=O)[nH]c2ccc([N+](=O)[O-])cc12. RXN SMILES: [O:1]=[c:2]1[nH:3][c:4]2[cH:5][cH:6][cH:7][cH:8][c:9]2[c:10]([CH:12]([C:13](=[O:14])[OH:15])[CH3:16])[cH:11]1.[OH2:21].[OH:17][N+:18]([O-:19])=[O:20]>>[O:1]=[c:2]1[nH:3][c:4]2[cH:5][cH:6][c:7]([N+:18](=[O:17])[O-:19])[cH:8][c:9]2[c:10]([CH:12]([C:13](=[O:14])[OH:15])[CH3:16])[cH:11]1. Starting materials: COc1ccc(CC(C(=O)NC(C)C(CO[Si](C)(C)C(C)(C)C)NC(=O)OC(C)(C)C)N(C)C(=O)OCc2ccccc2)cc1, CC(=O)O. Yields the product COc1ccc(CC(C(=O)NC(C)C(CO)NC(=O)OC(C)(C)C)N(C)C(=O)OCc2ccccc2)cc1. As a reaction SMILES: [C:1](=[O:2])([O:3][CH2:4][c:5]1[cH:6][cH:7][cH:8][cH:9][cH:10]1)[N:11]([CH:12]([CH2:13][c:14]1[cH:15][cH:16][c:17]([O:20][CH3:21])[cH:18][cH:19]1)[C:22](=[O:23])[NH:24][CH:25]([CH:26]([CH2:27][O:28][Si:29]([C:30]([CH3:31])([CH3:32])[CH3:33])([CH3:34])[CH3:35])[NH:36][C:37](=[O:38])[O:39][C:40]([CH3:41])([CH3:42])[CH3:43])[CH3:44])[CH3:45].[C:46]([OH:47])(=[O:48])[CH3:49]>>[C:1](=[O:2])([O:3][CH2:4][c:5]1[cH:6][cH:7][cH:8][cH:9][cH:10]1)[N:11]([CH:12]([CH2:13][c:14]1[cH:15][cH:16][c:17]([O:20][CH3:21])[cH:18][cH:19]1)[C:22](=[O:23])[NH:24][CH:25]([CH:26]([CH2:27][OH:28])[NH:36][C:37](=[O:38])[O:39][C:40]([CH3:41])([CH3:42])[CH3:43])[CH3:44])[CH3:45]. Starting materials: Cl.Cl.C(CCC)[C@H]1N(CCNC1)C=1SC2=C(N1)C=CC(=C2)OC(F)(F)F (2-((R)-2-butylpiperazine-1-yl)-6-trifluoromethoxybenzothiazole dihydrochloride), COC(COC1=CC(=CC(=C1)C)CCl)=O ((3-chloromethyl-5-methylphenoxy)acetic acid methyl ester), C([O-])([O-])=O.[K+].[K+] (potassium carbonate), [I-].[K+] (potassium iodide). Solvent: CN(C=O)C (dimethylformamide), O (water). Conditions: time 24 hour. Product: COC(COC1=CC(=CC(=C1)C)CN1C[C@H](N(CC1)C=1SC2=C(N1)C=CC(=C2)OC(F)(F)F)CCCC)=O ([3-[(R)-3-butyl-4-(6-trifluoromethoxybenzothiazole-2-yl)-piperazine-1-ylmethyl]-5-methylphenoxy]acetic acid methyl ester). Yield: 93.6%. RXN SMILES: Cl.Cl.[CH2:3]([C@@H:7]1[CH2:12][NH:11][CH2:10][CH2:9][N:8]1[C:13]1[S:14][C:15]2[CH:21]=[C:20]([O:22][C:23]([F:26])([F:25])[F:24])[CH:19]=[CH:18][C:16]=2[N:17]=1)[CH2:4][CH2:5][CH3:6].[CH3:27][O:28][C:29](=[O:41])[CH2:30][O:31][C:32]1[CH:37]=[C:36]([CH3:38])[CH:35]=[C:34]([CH2:39]Cl)[CH:33]=1.C(=O)([O-])[O-].[K+].[K+].[I-].[K+]>O.CN(C)C=O>[CH3:27][O:28][C:29](=[O:41])[CH2:30][O:31][C:32]1[CH:33]=[C:34]([CH3:39])[CH:35]=[C:36]([CH2:38][N:11]2[CH2:10][CH2:9][N:8]([C:13]3[S:14][C:15]4[CH:21]=[C:20]([O:22][C:23]([F:26])([F:24])[F:25])[CH:19]=[CH:18][C:16]=4[N:17]=3)[C@H:7]([CH2:3][CH2:4][CH2:5][CH3:6])[CH2:12]2)[CH:37]=1 |f:0.1.2,4.5.6,7.8|. Procedure details: A mixture of 2-((R)-2-butylpiperazine-1-yl)-6-trifluoromethoxybenzothiazole dihydrochloride (170 mg), (3-chloromethyl-5-methylphenoxy)acetic acid methyl ester (108 mg), potassium carbonate (270 mg), potassium iodide (65 mg) and dimethylformamide (4 mL) was stirred at room temperature for 24 hours. To the reaction solution was added water and extracted with ethyl acetate. The organic layer was washed with water and brine, and dried over magnesium sulphate. The solvent was evaporated under reduced...